Dataset: the Open Reaction Database (ORD), a public repository of structured organic reaction records. Task: describe an organic reaction: reactants, conditions, products, and yield Isolated yield 109.3%. Procedure: To a solution of the hydrochloride salt of N-[3-(6-methyl-3-azabicyclo[3.1.0]hex-6-yl)phenyl]methanesulfonamide (Preparation 53, 57 mg, 0.19 mmol) in dimethoxyethyl ether (2 ml) was added sodium hydrogen carbonate (630 mg, 7.52 mmol), and 3-cyclohexyl-3-oxopropyl-4-bromobenzenesulfonate (Preparation 91, 75 mg, 0.2 mmol) and the reaction mixture was heated at 50° C. for 20 h. After cooling, diethyl ether (5 ml) and water (7 ml) were added and the reaction mixture was stirred vigorously for 5 min.... RXN SMILES: [CH3:1][C:2]1([C:8]2[CH:9]=[C:10]([NH:14][S:15]([CH3:18])(=[O:17])=[O:16])[CH:11]=[CH:12][CH:13]=2)[CH:7]2[CH:3]1[CH2:4][NH:5][CH2:6]2.C(=O)([O-])[OH:20].[Na+].[CH:24]1([C:30]2C(CCC=O)=C(S([O-])(=O)=O)C=[CH:34][C:35]=2Br)[CH2:29][CH2:28][CH2:27][CH2:26][CH2:25]1.C(OCC)C>COC(OC)COCC(OC)OC.O>[NH3:5].[CH:24]1([C:30](=[O:20])[CH2:35][CH2:34][N:5]2[CH2:6][CH:7]3[CH:3]([C:2]3([C:8]3[CH:9]=[C:10]([NH:14][S:15]([CH3:18])(=[O:17])=[O:16])[CH:11]=[CH:12][CH:13]=3)[CH3:1])[CH2:4]2)[CH2:29][CH2:28][CH2:27][CH2:26][CH2:25]1 |f:1.2|. Conditions: temperature 50 celsius, time 5 minute. Yields the product N (ammonia), C1(CCCCC1)C(CCN1CC2C(C2C1)(C)C=1C=C(C=CC1)NS(=O)(=O)C)=O (N-{3-[3-(3-cyclohexyl-3-oxopropyl)-6-methyl-3-azabicyclo[3.1.0]hex-6-yl]phenyl}methanesulfonamide). Run in COC(COCC(OC)OC)OC (dimethoxyethyl ether), O (water). Reactants: hydrochloride salt, CC1(C2CNCC12)C=1C=C(C=CC1)NS(=O)(=O)C (N-[3-(6-methyl-3-azabicyclo[3.1.0]hex-6-yl)phenyl]methanesulfonamide), C(O)([O-])=O.[Na+] (sodium hydrogen carbonate), C1(CCCCC1)C=1C(=C(C=CC1Br)S(=O)(=O)[O-])CCC=O (3-cyclohexyl-3-oxopropyl-4-bromobenzenesulfonate), C(C)OCC (diethyl ether). Reported procedure: 1,2,3,4-Tetrahydro-1-hexyl-6,7-dimethoxyisoquinoline was prepared by a procedure analogous to that described in example 4 for 1,2,3,4-tetrahydro-1-cyclopropyl-6,7- dimethoxyisoquinoline but substituting in the first step 2-methoxyacetyl chloride for cyclopropylcarbonyl chloride. RXN SMILES: [CH:1]1([CH:4]2[C:13]3[C:8](=[CH:9][C:10]([O:16][CH3:17])=[C:11]([O:14][CH3:15])[CH:12]=3)[CH2:7][CH2:6][NH:5]2)[CH2:3][CH2:2]1.COCC(Cl)=O.[CH:24]1(C(Cl)=O)[CH2:26][CH2:25]1>>[CH2:1]([CH:4]1[C:13]2[C:8](=[CH:9][C:10]([O:16][CH3:17])=[C:11]([O:14][CH3:15])[CH:12]=2)[CH2:7][CH2:6][NH:5]1)[CH2:3][CH2:2][CH2:25][CH2:24][CH3:26]. The reactants are C1(CC1)C1NCCC2=CC(=C(C=C12)OC)OC (1,2,3,4-tetrahydro-1-cyclopropyl-6,7- dimethoxyisoquinoline), COCC(=O)Cl (2-methoxyacetyl chloride), C1(CC1)C(=O)Cl (cyclopropylcarbonyl chloride). Yields the product C(CCCCC)C1NCCC2=CC(=C(C=C12)OC)OC (1,2,3,4-Tetrahydro-1-hexyl-6,7-dimethoxyisoquinoline). Starting materials: FC1=C(C=C(C=O)C=C1)OC1=CC=CC=C1 (4-fluoro-3-phenoxy-benzaldehyde), [C-]#N.[Na+] (sodium cyanide), FC1=C(C=C(C=O)C=C1)OC1=CC=CC=C1 (4-fluoro-3-phenoxy-benzaldehyde), Cl (hydrochloric acid), C1N2CN3CN1CN(C2)C3 (hexamethylenetetramine). Run in C(C)(=O)O (acetic acid), C(C)(=O)O (acetic acid), C(Cl)Cl (methylene chloride). The product is C(#N)C(C1=CC(=C(C=C1)F)OC1=CC=CC=C1)O (α-cyano-4-fluoro-3-phenoxy-benzyl alcohol). RXN SMILES: [F:1][C:2]1[CH:9]=[CH:8][C:5]([CH:6]=[O:7])=[CH:4][C:3]=1[O:10][C:11]1[CH:16]=[CH:15][CH:14]=[CH:13][CH:12]=1.[CH2:17]1N2CN3CN(C2)C[N:18]1C3.Cl.[C-]#N.[Na+]>C(O)(=O)C.C(Cl)Cl>[C:17]([CH:6]([OH:7])[C:5]1[CH:8]=[CH:9][C:2]([F:1])=[C:3]([O:10][C:11]2[CH:12]=[CH:13][CH:14]=[CH:15][CH:16]=2)[CH:4]=1)#[N:18] |f:3.4|. Procedure details: For example, 4-fluoro-3-phenoxy-toluene, when reacted with N-bromosuccinimide in the presence of a radical initiator, for example azodiisobutyronitrile, optionally using a diluent, for example carbon tetrachloride, optionally using a diluent, and 100° C., gives 4-fluoro-3-phenoxy-benzyl bromide. From this, 4-fluoro-3-phenoxy-benzaldehyde can be prepared in a Sommelet reaction, that is to say by reaction with hexamethylenetetramine in the presence of a diluent, for example methylene chloride, at ... The reactants are C1CCNCC1, C1CCOC1, CS(=O)(=O)OCCc1cccc([N+](=O)[O-])c1. The product is O=[N+]([O-])c1cccc(CCN2CCCCC2)c1. Reaction SMILES: [CH2:17]1[CH2:18][CH2:19][NH:20][CH2:21][CH2:22]1.[CH2:23]1[O:24][CH2:25][CH2:26][CH2:27]1.[N+:1](=[O:2])([O-:3])[c:4]1[cH:5][c:6]([CH2:10][CH2:11][O:12][S:13]([CH3:14])(=[O:15])=[O:16])[cH:7][cH:8][cH:9]1>>[N+:1](=[O:2])([O-:3])[c:4]1[cH:5][c:6]([CH2:10][CH2:11][N:20]2[CH2:19][CH2:18][CH2:17][CH2:22][CH2:21]2)[cH:7][cH:8][cH:9]1. Reactants: [OH-].[Na+] (sodium hydroxide), COC(C1=CC=C(C=C1)C(CCCCCC)CO)=O (4-(1-Hydroxymethyl-heptyl)-benzoic acid methyl ester), Cl (HCl). The solvent is C(C)OCC (diethyl ether), O (water), O1CCCC1 (tetrahydrofuran). Conditions: time 8 hour. Yields the product OCC(CCCCCC)C1=CC=C(C(=O)O)C=C1 (4-(1-Hydroxymethyl-heptyl)-benzoic acid). RXN SMILES: C[O:2][C:3](=[O:19])[C:4]1[CH:9]=[CH:8][C:7]([CH:10]([CH2:17][OH:18])[CH2:11][CH2:12][CH2:13][CH2:14][CH2:15][CH3:16])=[CH:6][CH:5]=1.[OH-].[Na+].Cl>O1CCCC1.C(OCC)C.O>[OH:18][CH2:17][CH:10]([C:7]1[CH:6]=[CH:5][C:4]([C:3]([OH:19])=[O:2])=[CH:9][CH:8]=1)[CH2:11][CH2:12][CH2:13][CH2:14][CH2:15][CH3:16] |f:1.2|. Reported procedure: 4-(1-Hydroxymethyl-heptyl)-benzoic acid methyl ester (3.46 g, 12.1 mmol) is dissolved in tetrahydrofuran (40 mL) and 5N sodium hydroxide (10 mL) is added. The reaction may be monitored by HPLC and is complete within 8 h. The reaction is neutralized with 5N HCl (10 mL), and diluted with diethyl ether and water. The two phases are separated, and the organic layer is washed, dried, and concentrated to provide the title compound which is used without further purification. MS (ES): 249.3 [M+H]−. Starting materials: FC1=C(C=CC(=C1)F)C1=NC(=NC=N1)NC1=CC(=CC=C1)CS(=O)(=O)C (4-(2,4-difluorophenyl)-N-{3-[(methylsulfonyl)methyl]phenyl}-1,3,5-triazin-2-amine), intermediate 42.1, C1(CCCC1)O (cyclopentanol). Yields the product C1(CCCC1)OC1=C(C=CC(=C1)F)C1=NC(=NC=N1)NC1=CC(=CC=C1)CS(=O)(=O)C (4-[2-(Cyclopentyloxy)-4-fluorophenyl]-N-{3-[(methylsulfonyl)methyl]phenyl}-1,3,5-triazin-2-amine). Reaction SMILES: F[C:2]1[CH:7]=[C:6]([F:8])[CH:5]=[CH:4][C:3]=1[C:9]1[N:14]=[CH:13][N:12]=[C:11]([NH:15][C:16]2[CH:21]=[CH:20][CH:19]=[C:18]([CH2:22][S:23]([CH3:26])(=[O:25])=[O:24])[CH:17]=2)[N:10]=1.[CH:27]1([OH:32])[CH2:31][CH2:30][CH2:29][CH2:28]1>>[CH:27]1([O:32][C:2]2[CH:7]=[C:6]([F:8])[CH:5]=[CH:4][C:3]=2[C:9]2[N:14]=[CH:13][N:12]=[C:11]([NH:15][C:16]3[CH:21]=[CH:20][CH:19]=[C:18]([CH2:22][S:23]([CH3:26])(=[O:25])=[O:24])[CH:17]=3)[N:10]=2)[CH2:31][CH2:30][CH2:29][CH2:28]1. Reported procedure: Starting with 4-(2,4-difluorophenyl)-N-{3-[(methylsulfonyl)methyl]phenyl}-1,3,5-triazin-2-amine (75 mg; 0.197 mmol), intermediate 42.1, and cyclopentanol (67.3 mg; 0.781 mmol), example 65 was prepared analogously to the procedure for the preparation of example 42. RXN SMILES: [CH2:35]([CH3:36])[O:37][CH2:38][CH2:39][n:40]1[c:41]([N:49]2[CH2:50][CH2:51][NH:52][CH2:53][CH2:54][CH2:55]2)[n:42][c:43]2[c:44]1[cH:45][cH:46][cH:47][cH:48]2.[CH3:1][O:2][c:3]1[cH:4][c:5]([C:6](=[O:7])[N:8]2[CH2:9][C:10]([CH2:13][CH2:14][O:15][S:16]([CH3:17])(=[O:18])=[O:19])([c:20]3[cH:21][cH:22][c:23]([O:26][CH3:27])[cH:24][cH:25]3)[CH2:11][CH2:12]2)[cH:28][c:29]([O:33][CH3:34])[c:30]1[O:31][CH3:32].[CH3:65][CH2:66][O:67][C:68](=[O:69])[CH3:70].[CH3:71][C:72]#[N:73].[CH:56]([N:57]([CH2:58][CH3:59])[CH:60]([CH3:61])[CH3:62])([CH3:63])[CH3:64].[Cl:74][CH2:75][Cl:76]>>[CH3:1][O:2][c:3]1[cH:4][c:5]([C:6](=[O:7])[N:8]2[CH2:9][C:10]([CH2:13][CH2:14][N:52]3[CH2:51][CH2:50][N:49]([c:41]4[n:40]([CH2:39][CH2:38][O:37][CH2:35][CH3:36])[c:44]5[c:43]([n:42]4)[cH:48][cH:47][cH:46][cH:45]5)[CH2:55][CH2:54][CH2:53]3)([c:20]3[cH:21][cH:22][c:23]([O:26][CH3:27])[cH:24][cH:25]3)[CH2:11][CH2:12]2)[cH:28][c:29]([O:33][CH3:34])[c:30]1[O:31][CH3:32]. Reactants: CCOCCn1c(N2CCCNCC2)nc2ccccc21, COc1ccc(C2(CCOS(C)(=O)=O)CCN(C(=O)c3cc(OC)c(OC)c(OC)c3)C2)cc1, CCOC(C)=O, CC#N, CCN(C(C)C)C(C)C, ClCCl. Yields the product CCOCCn1c(N2CCCN(CCC3(c4ccc(OC)cc4)CCN(C(=O)c4cc(OC)c(OC)c(OC)c4)C3)CC2)nc2ccccc21. Reactants: NC1=C(C=C2NC(C(N(C2=C1)CC(CC)CC)=O)=O)[N+](=O)[O-] (7-amino-1-(2-ethylbutyl)-6-nitro-2,3(1H,4H)-quinoxalinedione), COC1OC(CC1)OC (2,5-dimethoxytetrahydrofuran), ice water. The solvent is C(C)(=O)O (acetic acid). Product: C(C)C(CN1C(C(NC2=CC(=C(C=C12)N1C=CC=C1)[N+](=O)[O-])=O)=O)CC (1-(2-Ethylbutyl)-6-nitro-7-(1-pyrrolyl)-2,3(1H,4H)-quinoxalinedione). Yield: 27.4%. RXN SMILES: [NH2:1][C:2]1[CH:11]=[C:10]2[C:5]([NH:6][C:7](=[O:19])[C:8](=[O:18])[N:9]2[CH2:12][CH:13]([CH2:16][CH3:17])[CH2:14][CH3:15])=[CH:4][C:3]=1[N+:20]([O-:22])=[O:21].CO[CH:25]1[CH2:29][CH2:28][CH:27](OC)O1>C(O)(=O)C>[CH2:14]([CH:13]([CH2:16][CH3:17])[CH2:12][N:9]1[C:10]2[C:5](=[CH:4][C:3]([N+:20]([O-:22])=[O:21])=[C:2]([N:1]3[CH:25]=[CH:29][CH:28]=[CH:27]3)[CH:11]=2)[NH:6][C:7](=[O:19])[C:8]1=[O:18])[CH3:15]. Procedure details: 2.5 g (8.2 mmol) of 7-amino-1-(2-ethylbutyl)-6-nitro-2,3(1H,4H)-quinoxalinedione and 1.1 g (8.2 mmol) of 2,5-dimethoxytetrahydrofuran were refluxed in 100 ml of acetic acid for 1 h. The mixture was then poured into ice-water, and the precipitate was filtered off with suction, washed with water and dried to yield 0.8 g (31%) of the product. Melting point 154°-155° C.